From a dataset of the Open Reaction Database (ORD), a public repository of structured organic reaction records. describe an organic reaction: reactants, conditions, products, and yield Reactants: O=C1CCCCCN1, O=C([O-])[O-], CO, [K+], [K+], Nc1c(Oc2ccccc2)cc(O)c2c1C(=O)c1ccc(Cl)cc1C2=O, OCCc1ccccc1. Product: Nc1c(OCCc2ccccc2)cc(O)c2c1C(=O)c1ccc(Cl)cc1C2=O. Reaction SMILES: [C:10]1(=[O:11])[NH:12][CH2:13][CH2:14][CH2:15][CH2:16][CH2:17]1.[C:18](=[O:19])([O-:20])[O-:21].[CH3:50][OH:51].[K+:22].[K+:23].[NH2:24][c:25]1[c:26]([O:43][c:44]2[cH:45][cH:46][cH:47][cH:48][cH:49]2)[cH:27][c:28]([OH:42])[c:29]2[c:38]1[C:37](=[O:39])[c:36]1[c:31]([cH:32][c:33]([Cl:40])[cH:34][cH:35]1)[C:30]2=[O:41].[c:1]1([CH2:7][CH2:8][OH:9])[cH:2][cH:3][cH:4][cH:5][cH:6]1>>[c:1]1([CH2:7][CH2:8][O:43][c:26]2[c:25]([NH2:24])[c:38]3[c:29]([c:28]([OH:42])[cH:27]2)[C:30](=[O:41])[c:31]2[cH:32][c:33]([Cl:40])[cH:34][cH:35][c:36]2[C:37]3=[O:39])[cH:2][cH:3][cH:4][cH:5][cH:6]1.